This data is from the Open Reaction Database (ORD), a public repository of structured organic reaction records. The task is: describe an organic reaction: reactants, conditions, products, and yield Product: CN(CCCN1C(=O)C=CC1=O)c1ccccc1. As a reaction SMILES: [Cl:20][CH2:21][Cl:22].[NH2:1][CH2:2][CH2:3][CH2:4][N:5]([c:6]1[cH:7][cH:8][cH:9][cH:10][cH:11]1)[CH3:12].[O:13]=[C:14]1[O:15][C:16](=[O:17])[CH:18]=[CH:19]1>>[N:1]1([CH2:2][CH2:3][CH2:4][N:5]([c:6]2[cH:7][cH:8][cH:9][cH:10][cH:11]2)[CH3:12])[C:14](=[O:13])[CH:19]=[CH:18][C:16]1=[O:15]. Reactants: ClCCl, CN(CCCN)c1ccccc1, O=C1C=CC(=O)O1. Starting materials: ClC1=C(C#N)C=CC=N1 (2-chloronicotinonitrile), C([O-])([O-])=O.[K+].[K+] (potassium carbonate), NC1CCN(CC1)CC1=CC=CC=C1 (4-amino-1-benzylpiperidine), Cl (HCl). Solvent: O (water), C(C)(=O)OCC (ethyl acetate), C=1(C(=CC=CC1)C)C (ortho-xylene). Product: C(C1=CC=CC=C1)N1CCC(CC1)NC1=C(C(=O)O)C=CC=N1 (2-(1-Benzylpiperidin-4-ylamino)nicotinic acid). The yield is 71.5%. RXN SMILES: Cl[C:2]1[N:9]=[CH:8][CH:7]=[CH:6][C:3]=1C#N.[C:10](=[O:13])([O-])[O-:11].[K+].[K+].[NH2:16][CH:17]1[CH2:22][CH2:21][N:20]([CH2:23][C:24]2[CH:29]=[CH:28][CH:27]=[CH:26][CH:25]=2)[CH2:19][CH2:18]1.Cl>C1(C)C(C)=CC=CC=1.O.C(OCC)(=O)C>[CH2:23]([N:20]1[CH2:21][CH2:22][CH:17]([NH:16][C:2]2[N:9]=[CH:8][CH:7]=[CH:6][C:3]=2[C:10]([OH:11])=[O:13])[CH2:18][CH2:19]1)[C:24]1[CH:25]=[CH:26][CH:27]=[CH:28][CH:29]=1 |f:1.2.3|. Procedure: In 500 ml of ortho-xylene, 100 g of 2-chloronicotinonitrile, 108.82 g of anhydrous potassium carbonate, and 133.83 ml of 4-amino-1-benzylpiperidine were together stirred for 24 hrs under reflux. This reaction mixture was cooled to room temperature, added with 500 ml of ethyl acetate and 1,000 ml of pure water, and adjusted to a pH of about 2-3 with conc. HCl. The aqueous fraction thus formed was obtained, washed again with 300 ml of ethylacetate, and adjusted to a pH of about 9-10 with sodium hy... Reactants: COC(=O)CCCCc1ccc(C(=O)OC(C)(C)C)cc1C, ClCCl, O=C(O)C(F)(F)F. The product is COC(=O)CCCCc1ccc(C(=O)O)cc1C. As a reaction SMILES: [C:8]([CH3:9])([CH3:10])([CH3:11])[O:12][C:13]([c:14]1[cH:15][c:16]([CH3:28])[c:17]([CH2:20][CH2:21][CH2:22][CH2:23][C:24](=[O:25])[O:26][CH3:27])[cH:18][cH:19]1)=[O:29].[Cl:30][CH2:31][Cl:32].[OH:1][C:2]([C:3]([F:4])([F:5])[F:6])=[O:7]>>[O:12]=[C:13]([c:14]1[cH:15][c:16]([CH3:28])[c:17]([CH2:20][CH2:21][CH2:22][CH2:23][C:24](=[O:25])[O:26][CH3:27])[cH:18][cH:19]1)[OH:29]. Yields the product Cc1cc(-c2cccc(C3=Nc4cc(Cl)c(C(F)(F)F)cc4NC(=O)C3)c2)on1. The reactants are Cc1cc(-c2cccc(C(=O)CC(=O)Nc3cc(C(F)(F)F)c(Cl)cc3NC(=O)OC(C)(C)C)c2)on1, ClCCl, O=C(O)C(F)(F)F. Reaction SMILES: [C:1]([O:2][C:3](=[O:4])[NH:7][c:8]1[c:9]([NH:19][C:20]([CH2:21][C:22](=[O:5])[c:24]2[cH:25][c:26](-[c:30]3[cH:31][c:32]([CH3:35])[n:33][o:34]3)[cH:27][cH:28][cH:29]2)=[O:36])[cH:10][c:11]([C:15]([F:16])([F:17])[F:18])[c:12]([Cl:14])[cH:13]1)([CH3:6])([CH3:23])[CH3:37].[Cl:45][CH2:46][Cl:47].[F:38][C:39]([F:40])([F:41])[C:42]([OH:43])=[O:44]>>[N:7]1=[C:22]([c:24]2[cH:25][c:26](-[c:30]3[cH:31][c:32]([CH3:35])[n:33][o:34]3)[cH:27][cH:28][cH:29]2)[CH2:21][C:20](=[O:36])[NH:19][c:9]2[c:8]1[cH:13][c:12]([Cl:14])[c:11]([C:15]([F:16])([F:17])[F:18])[cH:10]2. Starting materials: ice, Cl (hydrochloric acid), [Cl-].[Cl-].[Cl-].[Al+3] (Aluminum trichloride), N1C(CC2=CC=CC=C12)=O (oxindole), CC(CC(=O)Cl)C (3-methyl-butanoyl chloride). The solvent is CN(C=O)C (Dimethylformamide). Reaction conditions: temperature 70 celsius. The product is CC(CC(=O)C=1C=C2CC(NC2=CC1)=O)C (5-(3-methyl-butanoyl)-1,3-dihydro-indol-2-one). The yield is 84.7%. As a reaction SMILES: [Cl-].[Cl-].[Cl-].[Al+3].[NH:5]1[C:13]2[C:8](=[CH:9][CH:10]=[CH:11][CH:12]=2)[CH2:7][C:6]1=[O:14].[CH3:15][CH:16]([CH3:21])[CH2:17][C:18](Cl)=[O:19].Cl>CN(C)C=O>[CH3:15][CH:16]([CH3:21])[CH2:17][C:18]([C:10]1[CH:9]=[C:8]2[C:13](=[CH:12][CH:11]=1)[NH:5][C:6](=[O:14])[CH2:7]2)=[O:19] |f:0.1.2.3|. Procedure: Aluminum trichloride (10.7 g, 7.5 mmole) was placed in a round bottom flask under nitrogen at room temperature. Dimethylformamide (1.7 mL) was added dropwise, which produced an exothermic reaction. The reaction stood for 15 minutes before the addition of oxindole (1 g, 7.5 mmole) followed by 3-methyl-butanoyl chloride (0.96 g, 8 mmole). The reaction was heated to 70° C. for 60 minutes. The reaction was poured onto crushed ice (100 g) with concentrated hydrochloric acid added (10 mL). The aqueous... Reactants: O=C(O)c1cccc(-c2cnc3c(c2)N(Cc2cc(Cl)ccc2C(F)(F)F)CCN3)c1, c1ccc(N2CCNCC2)cc1. Product: O=C(c1cccc(-c2cnc3c(c2)N(Cc2cc(Cl)ccc2C(F)(F)F)CCN3)c1)N1CCN(c2ccccc2)CC1. As a reaction SMILES: [Cl:1][c:2]1[cH:3][cH:4][c:5]([C:28]([F:29])([F:30])[F:31])[c:6]([CH2:7][N:8]2[c:9]3[c:10]([n:14][cH:15][c:16](-[c:18]4[cH:19][c:20]([C:21](=[O:22])[OH:23])[cH:24][cH:25][cH:26]4)[cH:17]3)[NH:11][CH2:12][CH2:13]2)[cH:27]1.[c:32]1([N:38]2[CH2:39][CH2:40][NH:41][CH2:42][CH2:43]2)[cH:33][cH:34][cH:35][cH:36][cH:37]1>>[Cl:1][c:2]1[cH:3][cH:4][c:5]([C:28]([F:29])([F:30])[F:31])[c:6]([CH2:7][N:8]2[c:9]3[c:10]([n:14][cH:15][c:16](-[c:18]4[cH:19][c:20]([C:21](=[O:23])[N:41]5[CH2:40][CH2:39][N:38]([c:32]6[cH:33][cH:34][cH:35][cH:36][cH:37]6)[CH2:43][CH2:42]5)[cH:24][cH:25][cH:26]4)[cH:17]3)[NH:11][CH2:12][CH2:13]2)[cH:27]1. Reactants: FC=1C=NC=CC1C=1C(=NC(=C(C1)N)N)C=1C=NC=CC1 (3″-fluoro-3,2′:3′,4″-terpyridine-5′,6′-diamine), FC=1C=NC=CC1C=1C(=NC(=C(C1)N)N)C=1C=NC=CC1 (3″-fluoro-3,2′:3′,4″-terpyridine-5′,6′-diamine), C1(CC1)C(=O)C(=O)Cl (cyclopropanoylcarbonyl chloride). Run in N1=CC=CC=C1 (pyridine). Reaction conditions: temperature 80 celsius. The product is NC1=C(C=C(C(=N1)C=1C=NC=CC1)C1=C(C=NC=C1)F)NC(=O)C1CC1 (N-(6′-amino-3″-fluoro-3,2′:3′,4″-terpyridin-5′-yl)cyclopropanecarboxamide). Yield: 81.4%. As a reaction SMILES: [F:1][C:2]1[CH:3]=[N:4][CH:5]=[CH:6][C:7]=1[C:8]1[C:9]([C:16]2[CH:17]=[N:18][CH:19]=[CH:20][CH:21]=2)=[N:10][C:11]([NH2:15])=[C:12]([NH2:14])[CH:13]=1.[CH:22]1([C:25](C(Cl)=O)=[O:26])[CH2:24][CH2:23]1>N1C=CC=CC=1>[NH2:15][C:11]1[N:10]=[C:9]([C:16]2[CH:17]=[N:18][CH:19]=[CH:20][CH:21]=2)[C:8]([C:7]2[CH:6]=[CH:5][N:4]=[CH:3][C:2]=2[F:1])=[CH:13][C:12]=1[NH:14][C:25]([CH:22]1[CH2:24][CH2:23]1)=[O:26]. Procedure details: To a solution of 3″-fluoro-3,2′:3′,4″-terpyridine-5′,6′-diamine (Intermediate 1, 0.2 g, 0.71 mmol) in pyridine (2 mL), 0.071 mL (0.78 mmol) of cyclopropanoylcarbonyl chloride were added. The mixture was heated at 80° C. for 4 h and the solvent was evaporated. The crude mixture was extracted between ethyl acetate and water, the organic layer was dried (MgSO4) and evaporated. The residue was purified by silica gel flash chromatography (90:10 dichloromethane/methanol) to give the title compound (0.... The reactants are CC(C)=CC (2-methyl-2-butene), Example 10 ( 10e ), C([O-])([O-])=O.[K+].[K+] (potassium carbonate), Cl[O-].[Na+] (sodium hypochlorite), FC=1C=C(C=O)C=CC1F (3,4-difluorobenzaldehyde), FC=1C=C(C=CC1)O (3-fluorophenol), P(=O)(O)(O)[O-].[K+] (potassium dihydrogenphosphate). Product: FC=1C=C(C(=O)O)C=CC1OC1=CC(=CC=C1)F (3-Fluoro-4-(3-fluorophenoxy)benzoic acid). Yield: 79.9%. As a reaction SMILES: [F:1][C:2]1[CH:3]=[C:4]([CH:7]=[CH:8][C:9]=1F)[CH:5]=[O:6].[F:11][C:12]1[CH:13]=[C:14]([OH:18])[CH:15]=[CH:16][CH:17]=1.C(=O)([O-])[O-:20].[K+].[K+].CC(=CC)C.P([O-])(O)(O)=O.[K+].Cl[O-].[Na+]>>[F:1][C:2]1[CH:3]=[C:4]([CH:7]=[CH:8][C:9]=1[O:18][C:14]1[CH:15]=[CH:16][CH:17]=[C:12]([F:11])[CH:13]=1)[C:5]([OH:6])=[O:20] |f:2.3.4,6.7,8.9|. Reported procedure: The title compound (2.0 g) was synthesized in a yield of 84% as a yellowish white crystalline solid by conducting the similar reaction to that mentioned in Example 10 (10e) using 3,4-difluorobenzaldehyde (1.4 g, 10 mmol), 3-fluorophenol (1.6 g, 14 mmol), potassium carbonate (3.5 g, 25 mmol), 2-methyl-2-butene (5.1 ml, 48 mmol), potassium dihydrogenphosphate (3.3 g, 24 mmol), and sodium hypochlorite (2.6 g, 29 mmol).